This data is from the Open Reaction Database (ORD), a public repository of structured organic reaction records. The task is: describe an organic reaction: reactants, conditions, products, and yield The reactants are [I-].[Na+] (sodium iodide), C(#N)C1CN(C1)C([C@@H](C)NC(=O)C1=CN(C2=NC=C(N=C21)Br)COCC[Si](C)(C)C)=O (2-bromo-5-(2-trimethylsilanyl-ethoxymethyl)-5H-pyrrolo[2,3-b]pyrazine-7-carboxylic acid [(R)-2-(3-cyano-azetidin-1-yl)-1-methyl-2-oxo-ethyl]-amide), CN[C@H]1[C@@H](CCCC1)NC (trans-N,N′-dimethylcyclohexane-1,2-diamine). Reagents/catalysts: [Cu]I (copper(I) iodide). Solvent: O1CCOCC1 (1,4-dioxane). Reaction conditions: temperature 110 celsius. Yields the product C(#N)C1CN(C1)C([C@@H](C)NC(=O)C1=CN(C2=NC=C(N=C21)I)COCC[Si](C)(C)C)=O (2-iodo-5-(2-trimethylsilanyl-ethoxymethyl)-5H-pyrrolo[2,3-b]pyrazine-7-carboxylic acid [(R)-2-(3-cyano-azetidin-1-yl)-1-methyl-2-oxo-ethyl]-amide). RXN SMILES: [I-:1].[Na+].[C:3]([CH:5]1[CH2:8][N:7]([C:9](=[O:33])[C@H:10]([NH:12][C:13]([C:15]2[C:23]3[C:18](=[N:19][CH:20]=[C:21](Br)[N:22]=3)[N:17]([CH2:25][O:26][CH2:27][CH2:28][Si:29]([CH3:32])([CH3:31])[CH3:30])[CH:16]=2)=[O:14])[CH3:11])[CH2:6]1)#[N:4].CN[C@@H]1CCCC[C@H]1NC>[Cu]I.O1CCOCC1>[C:3]([CH:5]1[CH2:8][N:7]([C:9](=[O:33])[C@H:10]([NH:12][C:13]([C:15]2[C:23]3[C:18](=[N:19][CH:20]=[C:21]([I:1])[N:22]=3)[N:17]([CH2:25][O:26][CH2:27][CH2:28][Si:29]([CH3:32])([CH3:31])[CH3:30])[CH:16]=2)=[O:14])[CH3:11])[CH2:6]1)#[N:4] |f:0.1|. Reported procedure: In a 5 mL microwave vial were placed copper(I) iodide (6 mg, 0.03 mmol), sodium iodide (133 mg, 0.89 mmol), 2-bromo-5-(2-trimethylsilanyl-ethoxymethyl)-5H-pyrrolo[2,3-b]pyrazine-7-carboxylic acid [(R)-2-(3-cyano-azetidin-1-yl)-1-methyl-2-oxo-ethyl]-amide (150 mg, 0.30 mmol), 1,4-dioxane (1 mL) and trans-N,N′-dimethylcyclohexane-1,2-diamine (9 mg, 0.06 mmol). The vial was purged with a stream of nitrogen then sealed and heated in an oil bath at 110° C. for 48 h. The reaction mixture was cooled to... Starting materials: O=C([O-])[O-], CCOP(=O)(CC#N)OCC, COC(=O)c1cccc(C=O)c1, [K+], [K+], C1CCOC1, O. The product is COC(=O)c1cccc(C=CC#N)c1. Reaction SMILES: [C:13](=[O:14])([O-:15])[O-:16].[C:19](#[N:20])[CH2:21][P:22](=[O:23])([O:24][CH2:25][CH3:26])[O:27][CH2:28][CH3:29].[CH:1](=[O:2])[c:3]1[cH:4][c:5]([C:6](=[O:7])[O:8][CH3:9])[cH:10][cH:11][cH:12]1.[K+:17].[K+:18].[O:31]1[CH2:32][CH2:33][CH2:34][CH2:35]1.[OH2:30]>>[CH:1]([c:3]1[cH:4][c:5]([C:6](=[O:7])[O:8][CH3:9])[cH:10][cH:11][cH:12]1)=[CH:21][C:19]#[N:20]. The reactants are [Al+3], CCOC(=O)c1cc2cccnc2n1C, [H-], [H-], [H-], [H-], [Li+], C1CCOC1. Yields the product Cn1c(CO)cc2cccnc21. RXN SMILES: [Al+3:17].[CH3:1][n:2]1[c:3]([C:11](=[O:12])[O:13][CH2:14][CH3:15])[cH:4][c:5]2[cH:6][cH:7][cH:8][n:9][c:10]12.[H-:16].[H-:19].[H-:20].[H-:21].[Li+:18].[O:22]1[CH2:23][CH2:24][CH2:25][CH2:26]1>>[CH3:1][n:2]1[c:3]([CH2:11][OH:12])[cH:4][c:5]2[cH:6][cH:7][cH:8][n:9][c:10]12. Starting materials: C(C1=CC=CC=C1)OC(=O)NCC(=O)O (N-benzyloxycarbonylglycine), C(C)(C)C1NC(C(N1)=O)C (2-isopropyl-5-methyl-4-imidazolidinone). Run in ClCCl.CO (dichloromethane methanol). The product is C(C1=CC=CC=C1)OC(=O)NCC(=O)N1C(NC(C1C)=O)C(C)C (1-(2-benzyloxycarbonylaminoacetyl)-2-isopropyl-5-methyl-4-imidazolidinone). Reaction SMILES: [CH2:1]([O:8][C:9]([NH:11][CH2:12][C:13]([OH:15])=O)=[O:10])[C:2]1[CH:7]=[CH:6][CH:5]=[CH:4][CH:3]=1.[CH:16]([CH:19]1[NH:23][C:22](=[O:24])[CH:21]([CH3:25])[NH:20]1)([CH3:18])[CH3:17]>ClCCl.CO>[CH2:1]([O:8][C:9]([NH:11][CH2:12][C:13]([N:20]1[CH:21]([CH3:25])[C:22](=[O:24])[NH:23][CH:19]1[CH:16]([CH3:18])[CH3:17])=[O:15])=[O:10])[C:2]1[CH:3]=[CH:4][CH:5]=[CH:6][CH:7]=1 |f:2.3|. Procedure details: The same procedure of the example 2, starting from N-benzyloxycarbonylglycine and 2-isopropyl-5-methyl-4-imidazolidinone afforded 1-(2-benzyloxycarbonylaminoacetyl)-2-isopropyl-5-methyl-4-imidazolidinone as a diastereoisomeric mixture Rf=0.52 and 0.57 (dichloromethane/methanol 9:1, silica gel plates) then the oily title compound as a diastereoisomeric mixture, Rf=0.24 and 0.27 (dichloromethane/methanol 7:3, silica gel plates). Mass spectrum (E.I., 70 e V, 1.5 mA), m/z=156 (M.+ --C3H7). Starting materials: CCCc1c(O)cccc1O, O=C(O)Cc1ccccc1, O=S(=O)(O)C(F)(F)F. Yields the product CCCc1c(O)ccc(C(=O)Cc2ccccc2)c1O. As a reaction SMILES: [CH2:11]([CH2:12][CH3:13])[c:14]1[c:15]([OH:16])[cH:17][cH:18][cH:19][c:20]1[OH:21].[OH:1][C:2](=[O:3])[CH2:4][c:5]1[cH:6][cH:7][cH:8][cH:9][cH:10]1.[OH:22][S:23]([C:24]([F:25])([F:26])[F:27])(=[O:28])=[O:29]>>[C:2](=[O:3])([CH2:4][c:5]1[cH:6][cH:7][cH:8][cH:9][cH:10]1)[c:19]1[cH:18][cH:17][c:15]([OH:16])[c:14]([CH2:11][CH2:12][CH3:13])[c:20]1[OH:21]. Starting materials: O=C([O-])[O-], C=CC#N, CC(C)=O, CCCCCN1C(=O)C(NC(=O)c2ccc(Cl)c(Cl)c2)c2ccccc21, [K+], [K+]. Product: CCCCCN1C(=O)C(CCC#N)(NC(=O)c2ccc(Cl)c(Cl)c2)c2ccccc21. Reaction SMILES: [C:31](=[O:32])([O-:33])[O-:34].[CH2:27]=[CH:28][C:29]#[N:30].[CH3:37][C:38](=[O:39])[CH3:40].[Cl:1][c:2]1[cH:3][c:4]([C:5](=[O:6])[NH:7][CH:8]2[C:9](=[O:22])[N:10]([CH2:17][CH2:18][CH2:19][CH2:20][CH3:21])[c:11]3[cH:12][cH:13][cH:14][cH:15][c:16]32)[cH:23][cH:24][c:25]1[Cl:26].[K+:35].[K+:36]>>[Cl:1][c:2]1[cH:3][c:4]([C:5](=[O:6])[NH:7][C:8]2([CH2:27][CH2:28][C:29]#[N:30])[C:9](=[O:22])[N:10]([CH2:17][CH2:18][CH2:19][CH2:20][CH3:21])[c:11]3[cH:12][cH:13][cH:14][cH:15][c:16]32)[cH:23][cH:24][c:25]1[Cl:26].